Dataset: the Open Reaction Database (ORD), a public repository of structured organic reaction records. Task: describe an organic reaction: reactants, conditions, products, and yield The reactants are three, ClC1=NC=C(C(=N1)N(C(OC(C)(C)C)=O)C1=CC(=CC=C1)N(C(C=C)=O)O)F (tert-butyl (2-chloro-5-fluoropyrimidin-4-yl)(3-(N-hydroxyacrylamido)phenyl)carbamate), Pd (OAc)2, CCCCCC.C(C)(=O)OCC (hexane ethyl acetate), COCCOC1=CC=C(N)C=C1 (4-(2-Methoxyethoxy)aniline), O (water). Run in O1CCOCC1 (1,4-dioxane). Reaction conditions: temperature 80 celsius, time 10 minute. The product is FC=1C(=NC(=NC1)NC1=CC=C(C=C1)OCCOC)N(C(OC(C)(C)C)=O)C1=CC(=CC=C1)N(C(C=C)=O)O (tert-butyl (5-fluoro-2-((4-(2-methoxyethoxy)phenyl)amino)pyrimidin-4-yl)(3-(N-hydroxyacrylamido)phenyl)carbamate). Isolated yield 75.8%. As a reaction SMILES: Cl[C:2]1[N:7]=[C:6]([N:8]([C:16]2[CH:21]=[CH:20][CH:19]=[C:18]([N:22]([OH:27])[C:23](=[O:26])[CH:24]=[CH2:25])[CH:17]=2)[C:9](=[O:15])[O:10][C:11]([CH3:14])([CH3:13])[CH3:12])[C:5]([F:28])=[CH:4][N:3]=1.[CH3:29][O:30][CH2:31][CH2:32][O:33][C:34]1[CH:40]=[CH:39][C:37]([NH2:38])=[CH:36][CH:35]=1.CCCCCC.C(OCC)(=O)C.O>O1CCOCC1>[F:28][C:5]1[C:6]([N:8]([C:16]2[CH:21]=[CH:20][CH:19]=[C:18]([N:22]([OH:27])[C:23](=[O:26])[CH:24]=[CH2:25])[CH:17]=2)[C:9](=[O:15])[O:10][C:11]([CH3:14])([CH3:13])[CH3:12])=[N:7][C:2]([NH:38][C:37]2[CH:36]=[CH:35][C:34]([O:33][CH2:32][CH2:31][O:30][CH3:29])=[CH:40][CH:39]=2)=[N:3][CH:4]=1 |f:2.3|. Procedure details: In a 25 mL three neck RBF with thermometer pocket, a solution of tert-butyl (2-chloro-5-fluoropyrimidin-4-yl)(3-(N-hydroxyacrylamido)phenyl)carbamate (0.250 g) in 1,4-dioxane (8.0 mL) was added. 4-(2-Methoxyethoxy)aniline (0.122 g) was added and the reaction was degassed for 10 minutes under argon. After 10 minutes, Xantphose (0.0176 g) and Cs2CO3 (0.396 g) were added and again degassed the reaction for 10 minutes followed by addition of Pd (OAc)2 (0.003 g) under argon. The reaction was heated t... Reactants: OC1=C(C2=CC=CC=C2CC1)C(=O)OC (3,4-dihydro-2-hydroxynaphthalene carboxylic acid, methyl ester), C(C)(C)[N-]C(C)C.[Li+] (lithium diisopropylamide), Cl (hydrochloric acid), C(C=C)Br (Allyl bromide). Reaction SMILES: [OH:1][C:2]1[CH2:11][CH2:10][C:9]2[C:4](=[CH:5][CH:6]=[CH:7][CH:8]=2)[C:3]=1[C:12]([O:14][CH3:15])=[O:13].[CH:16]([N-]C(C)C)([CH3:18])[CH3:17].[Li+].C(Br)C=C.Cl>O1CCCC1>[OH:1][C:2]1[CH:11]([CH2:18][CH:16]=[CH2:17])[CH2:10][C:9]2[C:4](=[CH:5][CH:6]=[CH:7][CH:8]=2)[C:3]=1[C:12]([O:14][CH3:15])=[O:13] |f:1.2|. Reported procedure: To a stirred solution of 3,4-dihydro-2-hydroxynaphthalene carboxylic acid, methyl ester (36.2 g, 177 mmol) in dry tetrahydrofuran (440 ml) at -30° C. under argon was added dropwise lithium diisopropylamide (195 ml, 2M solution, 390 mmol). Allyl bromide (24.3 ml, 284 mmol) was then added at 0° C. The reaction mixture was allowed to warm to room temperature and stirred for 1 h, then treated with hydrochloric acid (5M) to pH2-3. The resulting mixture was extracted with ethyl acetate (2×1000 ml) and... The solvent is O1CCCC1 (tetrahydrofuran). Product: OC1=C(C2=CC=CC=C2CC1CC=C)C(=O)OC (3,4-Dihydro-2-hydroxy-3-(2-propenyl)-naphthalenecarboxylic Acid, Methyl Ester). The yield is 106.6%. Conditions: time 1 hour. Reactants: N1=CC=C(C=C1)C1=C(C=C(N)C=C1F)F (4-(4-pyridyl)-3,5-difluoroaniline), C(N)([O-])=O (carbamate). The product is C(=O)(OCC1=CC=CC=C1)NC1=CC(=C(C(=C1)F)C1=CC=NC=C1)F (N-Carbobenzyloxy-4-(4-pyridyl)-3,5-difluoroaniline). RXN SMILES: [N:1]1[CH:6]=[CH:5][C:4]([C:7]2[C:13]([F:14])=[CH:12][C:10]([NH2:11])=[CH:9][C:8]=2[F:15])=[CH:3][CH:2]=1.[C:16](=[O:19])([O-:18])N>>[C:16]([NH:11][C:10]1[CH:9]=[C:8]([F:15])[C:7]([C:4]2[CH:5]=[CH:6][N:1]=[CH:2][CH:3]=2)=[C:13]([F:14])[CH:12]=1)([O:18][CH2:4][C:7]1[CH:13]=[CH:12][CH:10]=[CH:9][CH:8]=1)=[O:19]. Reported procedure: Following the general procedure of PREPARATION 3 and making non-critical variations 4-(4-pyridyl)-3,5-difluoroaniline (PREPARATION 8, 236 mg, 1.15 mmol) is converted to the carbamate derivative. The crude product is purified by silica gel chromatography (100 g of SG, eluted with a 3-5% acetonitrile/chloroform gradient), the title compound is recovered as a solid, mp 185-186°; FTIR (neat) cm-1 1743, 1642, 1605, 1254, 1072; HRMS calc'd for C19H14F2N2O2 =340.1023, found=340.1029; MS (EI, m/z) 340, ... Reactants: C(C)[O-].COC=1C(=C2C(=CC(NC2=C(C1)N1C(C=2C(C1=O)=CC=CC2)=O)=O)C)OC2=CC(=CC=C2)C(F)(F)F (6-Methoxy-4-methyl-8-phthalimido-5-(3-trifluoromethylphenoxy)quinoline-2-one Ethanolate), C(C)[O-].COC=1C(=C2C(=CC(NC2=C(C1)N1C(C=2C(C1=O)=CC=CC2)=O)=O)C)OC2=CC(=CC=C2)C(F)(F)F (6-methoxy-4-methyl-8-phthalimido-5-(3-trifluoromethylphenoxy)quinoline-2-one ethanolate), O=P(Cl)(Cl)Cl (POCl3). The solvent is C(Cl)(Cl)Cl (CHCl3). The product is ClC1=NC2=C(C=C(C(=C2C(=C1)C)OC1=CC(=CC=C1)C(F)(F)F)OC)N1C(C=2C(C1=O)=CC=CC2)=O (2-Chloro-6-methoxy-4-methyl-8-phthalimido-5-(3-trifluoromethylphenoxy)quinoline). As a reaction SMILES: C([O-])C.[CH3:4][O:5][C:6]1[C:7]([O:29][C:30]2[CH:35]=[CH:34][CH:33]=[C:32]([C:36]([F:39])([F:38])[F:37])[CH:31]=2)=[C:8]2[C:13](=[C:14]([N:16]3[C:20](=[O:21])[C:19]4=[CH:22][CH:23]=[CH:24][CH:25]=[C:18]4[C:17]3=[O:26])[CH:15]=1)[NH:12][C:11](=O)[CH:10]=[C:9]2[CH3:28].O=P(Cl)(Cl)[Cl:42]>C(Cl)(Cl)Cl>[Cl:42][C:11]1[CH:10]=[C:9]([CH3:28])[C:8]2[C:13](=[C:14]([N:16]3[C:17](=[O:26])[C:18]4=[CH:25][CH:24]=[CH:23][CH:22]=[C:19]4[C:20]3=[O:21])[CH:15]=[C:6]([O:5][CH3:4])[C:7]=2[O:29][C:30]2[CH:35]=[CH:34][CH:33]=[C:32]([C:36]([F:38])([F:37])[F:39])[CH:31]=2)[N:12]=1 |f:0.1|. Procedure details: From 6-Methoxy-4-methyl-8-phthalimido-5-(3-trifluoromethylphenoxy)quinoline-2-one Ethanolate (IV): A solution of 6-methoxy-4-methyl-8-phthalimido-5-(3-trifluoromethylphenoxy)quinoline-2-one ethanolate (1 g, 1.85 mmol) in CHCl3 (10 mL) was treated with POCl3 (1.5 mL, 2.5 g, 16.4 mmol) as described above to give, after recrystallization from EtOH, 0.3 g (32%) of title compound, mp 225°-227° C. Further recrystallization from EtOH raised the mp to 227°-229° C. [mixed mp with material prepared in A) ...